Task: describe an organic reaction: reactants, conditions, products, and yield. Dataset: the Open Reaction Database (ORD), a public repository of structured organic reaction records Reactants: IC=1[Se]C=CC1 (2-iodoselenophene), FC(OC1=CC=C(C=C1)B(O)O)(F)F (4-trifluoromethoxyphenylboronic acid), C([O-])([O-])=O.[Na+].[Na+] (sodium carbonate). The reagents and catalysts are C=1C=CC(=CC1)[P](C=2C=CC=CC2)(C=3C=CC=CC3)[Pd]([P](C=4C=CC=CC4)(C=5C=CC=CC5)C=6C=CC=CC6)([P](C=7C=CC=CC7)(C=8C=CC=CC8)C=9C=CC=CC9)[P](C=1C=CC=CC1)(C=1C=CC=CC1)C=1C=CC=CC1 (tetrakis(triphenylphosphine)palladium(0)). Run in C1(=CC=CC=C1)C.C(C)O (toluene ethanol). Yields the product FC(OC1=CC=C(C=C1)C=1[Se]C=CC1)(F)F (2-(4-trifluoromethoxyphenyl)selenophene). As a reaction SMILES: I[C:2]1[Se:3][CH:4]=[CH:5][CH:6]=1.[F:7][C:8]([F:20])([F:19])[O:9][C:10]1[CH:15]=[CH:14][C:13](B(O)O)=[CH:12][CH:11]=1.C(=O)([O-])[O-].[Na+].[Na+]>C1(C)C=CC=CC=1.C(O)C.C1C=CC([P]([Pd]([P](C2C=CC=CC=2)(C2C=CC=CC=2)C2C=CC=CC=2)([P](C2C=CC=CC=2)(C2C=CC=CC=2)C2C=CC=CC=2)[P](C2C=CC=CC=2)(C2C=CC=CC=2)C2C=CC=CC=2)(C2C=CC=CC=2)C2C=CC=CC=2)=CC=1>[F:7][C:8]([F:19])([F:20])[O:9][C:10]1[CH:15]=[CH:14][C:13]([C:2]2[Se:3][CH:4]=[CH:5][CH:6]=2)=[CH:12][CH:11]=1 |f:2.3.4,5.6,^1:40,42,61,80|. Reported procedure: A mixture of 15.1 g (58.7 mmol) of 2-iodoselenophene, 13.9 g (67.7 mmol) of 4-trifluoromethoxyphenylboronic acid, 3.90 g (3.38 mmol) of tetrakis(triphenylphosphine)palladium(0) and 150 ml of 2 N sodium carbonate soln. in 400 ml of toluene/ethanol (1:1) is heated under reflux for 23 h. After cooling, the organic phase is separated off, and the aqueous phase is extracted a number of times with MTBE. The combined organic phases are washed with 1 N hydrochloric acid and sat. sodium chloride soln. Th... Reactants: C1(=CC=CC=C1)C(C1=CC=CC=C1)OC(=O)C1=C(CS[C@H]2N1C(C2NC(C(NC(=O)OC(C)(C)C)C2=CC=CC=C2)=O)=O)C=NOC (diphenylmethyl-3-methoxyiminomethyl-7-(N-tertiary butoxycarbonyl-α-phenylglycyl)amino-3-cephem-4-carboxylate), FC(C(=O)O)(F)F (trifluoroacetic acid), C1(=CC=CC=C1)OC (anisole). Solvent: CCOCC (ether), petroleum ether. Conditions: time 25 minute. The product is FC(C(=O)[O-])(F)F.CO[NH+]=CC=1CS[C@H]2N(C1C(=O)O)C(C2NC(C(N)C2=CC=CC=C2)=O)=O (3-methoxyiminiomethyl-7-(α-phenylglycyl)amino- 3-cephem-4-carboxylic acid trifluoroacetate). The yield is 93.3%. As a reaction SMILES: C1(C([O:14][C:15]([C:17]2[N:22]3[C:23](=[O:43])[CH:24]([NH:25][C:26](=[O:42])[CH:27]([C:36]4[CH:41]=[CH:40][CH:39]=[CH:38][CH:37]=4)[NH:28]C(OC(C)(C)C)=O)[C@H:21]3[S:20][CH2:19][C:18]=2[CH:44]=[N:45][O:46][CH3:47])=[O:16])C2C=CC=CC=2)C=CC=CC=1.[F:48][C:49]([F:54])([F:53])[C:50]([OH:52])=[O:51].C1(OC)C=CC=CC=1>CCOCC>[F:48][C:49]([F:54])([F:53])[C:50]([O-:52])=[O:51].[CH3:47][O:46][NH+:45]=[CH:44][C:18]1[CH2:19][S:20][C@@H:21]2[CH:24]([NH:25][C:26](=[O:42])[CH:27]([C:36]3[CH:41]=[CH:40][CH:39]=[CH:38][CH:37]=3)[NH2:28])[C:23](=[O:43])[N:22]2[C:17]=1[C:15]([OH:16])=[O:14] |f:4.5|. Procedure: A solution of diphenylmethyl-3-methoxyiminomethyl-7-(N-tertiary butoxycarbonyl-α-phenylglycyl)amino-3-cephem-4-carboxylate (64 mg) in ice-cooled trifluoroacetic acid (0.6 ml) and anisole (0.3 ml) is kept at room temperature for 25 minutes, and diluted with ether (5 ml) and petroleum ether (15 ml). The resulting crystals are collected by filtration and dried to give 3-methoxyiminiomethyl-7-(α-phenylglycyl)amino- 3-cephem-4-carboxylic acid trifluoroacetate (46 mg; 93.3 %). m.p. about 270° C. The reactants are C(C)OCC=1N(C2=C(C=NC=3C=CC=CC23)N1)CCCC(=O)OCC (Ethyl 4-[2-(ethoxymethyl)-1H-imidazo[4,5-c]quinolin-1-yl]butanoate), C([O-])(O)=O.[Na+] (sodium bicarbonate), C(C)(=O)[O-].[NH4+] (ammonium acetate), C(C)(=O)[O-].[NH4+] (ammonium acetate). Solvent: O (water). Run at temperature 130 celsius, time 3 day. Yields the product C(C)OCC=1N(C2=C(C=NC=3C=CC=CC23)N1)CCCC(=O)N (4-[2-(ethoxymethyl)-1H-imidazo[4,5-c]quinolin-1-yl]butanamide). As a reaction SMILES: [CH2:1]([O:3][CH2:4][C:5]1[N:6]([CH2:18][CH2:19][CH2:20][C:21]([O:23]CC)=O)[C:7]2[C:16]3[CH:15]=[CH:14][CH:13]=[CH:12][C:11]=3[N:10]=[CH:9][C:8]=2[N:17]=1)[CH3:2].C([O-])(=O)C.[NH4+:30].C(=O)(O)[O-].[Na+]>O>[CH2:1]([O:3][CH2:4][C:5]1[N:6]([CH2:18][CH2:19][CH2:20][C:21]([NH2:30])=[O:23])[C:7]2[C:16]3[CH:15]=[CH:14][CH:13]=[CH:12][C:11]=3[N:10]=[CH:9][C:8]=2[N:17]=1)[CH3:2] |f:1.2,3.4|. Procedure details: Ethyl 4-[2-(ethoxymethyl)-1H-imidazo[4,5-c]quinolin-1-yl]butanoate (15.9 g, 46.6 mmol, prepared as described in Parts A through C of Example 5) and ammonium acetate (35.0 g, 455 mmol) were sealed and heated in a high-pressure vessel at 130° C. for two days. An analysis by LC/NS indicated the presence of starting material, and additional ammonium acetate (15 g, 190 mmol) was added. The reaction was heated to 130° C. for several hours, allowed to cool to ambient temperature, stirred for three days...